Dataset: the Open Reaction Database (ORD), a public repository of structured organic reaction records. Task: describe an organic reaction: reactants, conditions, products, and yield The reactants are C1=C(C=CC2=CC=CC=C12)B(O)O (2-naphthaleneboronic acid), C([O-])([O-])=O.[Na+].[Na+] (sodium carbonate), BrC=1C=C2C=CC(=CC2=CC1)O (6-bromo-2-naphthol), Cl (hydrochloric acid). The reagents and catalysts are C=1C=CC(=CC1)[P](C=2C=CC=CC2)(C=3C=CC=CC3)[Pd]([P](C=4C=CC=CC4)(C=5C=CC=CC5)C=6C=CC=CC6)([P](C=7C=CC=CC7)(C=8C=CC=CC8)C=9C=CC=CC9)[P](C=1C=CC=CC1)(C=1C=CC=CC1)C=1C=CC=CC1 (tetrakistriphenylphosphinepalladium). Run in C(C)O (ethanol), O (water), C1(=CC=CC=C1)C (toluene). The product is C1=C(C=CC2=CC=CC=C12)C=1C=C2C=CC(=CC2=CC1)O (6-(2-naphthyl)-2-naphthol). Yield: 48.2%. Reaction SMILES: Br[C:2]1[CH:3]=[C:4]2[C:9](=[CH:10][CH:11]=1)[CH:8]=[C:7]([OH:12])[CH:6]=[CH:5]2.[CH:13]1[C:22]2[C:17](=[CH:18][CH:19]=[CH:20][CH:21]=2)[CH:16]=[CH:15][C:14]=1B(O)O.C(=O)([O-])[O-].[Na+].[Na+].Cl>C(O)C.O.C1C=CC([P]([Pd]([P](C2C=CC=CC=2)(C2C=CC=CC=2)C2C=CC=CC=2)([P](C2C=CC=CC=2)(C2C=CC=CC=2)C2C=CC=CC=2)[P](C2C=CC=CC=2)(C2C=CC=CC=2)C2C=CC=CC=2)(C2C=CC=CC=2)C2C=CC=CC=2)=CC=1.C1(C)C=CC=CC=1>[CH:21]1[C:22]2[C:17](=[CH:16][CH:15]=[CH:14][CH:13]=2)[CH:18]=[CH:19][C:20]=1[C:2]1[CH:3]=[C:4]2[C:9](=[CH:10][CH:11]=1)[CH:8]=[C:7]([OH:12])[CH:6]=[CH:5]2 |f:2.3.4,^1:40,42,61,80|. Procedure details: In a three-necked flask were placed 26.8 g of 6-bromo-2-naphthol, 4.6 g of tetrakistriphenylphosphinepalladium and 100 ml of toluene and the mixture was stirred at 50° C. When the solids nearly dissolved, a solution of 20.6 g of 2-naphthaleneboronic acid in 100 ml of ethanol was added and stirred. When the solutions mixed with each other, a solution of 30 g of sodium carbonate in 100 ml of water was added, the mixture was heated to the reflux temperature and stirred for 1 hour. Upon completion o...